From a dataset of the Open Reaction Database (ORD), a public repository of structured organic reaction records. describe an organic reaction: reactants, conditions, products, and yield Starting materials: CC(C)(C)OC(=O)N1CC=C(c2[nH]c3cc(N)cc4c(=O)[nH]ncc2c34)CC1, CO, [Pd]. Product: CC(C)(C)OC(=O)N1CCC(c2[nH]c3cc(N)cc4c(=O)[nH]ncc2c34)CC1. As a reaction SMILES: [C:1]([CH3:2])([CH3:3])([CH3:4])[O:5][C:6](=[O:7])[N:8]1[CH2:9][CH2:10][C:11]([c:14]2[nH:15][c:16]3[cH:17][c:18]([NH2:28])[cH:19][c:20]4[c:21]3[c:22]2[cH:23][n:24][nH:25][c:26]4=[O:27])=[CH:12][CH2:13]1.[CH3:30][OH:31].[Pd:29]>>[C:1]([CH3:2])([CH3:3])([CH3:4])[O:5][C:6](=[O:7])[N:8]1[CH2:9][CH2:10][CH:11]([c:14]2[nH:15][c:16]3[cH:17][c:18]([NH2:28])[cH:19][c:20]4[c:21]3[c:22]2[cH:23][n:24][nH:25][c:26]4=[O:27])[CH2:12][CH2:13]1.